This data is from the Open Reaction Database (ORD), a public repository of structured organic reaction records. The task is: describe an organic reaction: reactants, conditions, products, and yield Reaction conditions: time 2 hour. Reported procedure: 0.8 ml of iododtrimethylsilane is added to a solution of 1.37 g of N-benzyloxycarbonyl-2(R,S)allyloxymethyl-3,4-dihydro-2H-1,4-benzoxazine in 25 ml of methylene chloride under argon. The reaction mixture is stirred at room temperature for 2 h, 10 ml of methanol are then added and the mixture is concentrated. The residue is extracted twice with 50 ml of a 10:1 mixture of hexane and diethyl ether and then dissolved in ethyl acetate, and the solution is washed with a 1N sodium carbonate solution an... RXN SMILES: C(OC([N:11]1[C:16]2[CH:17]=[CH:18][CH:19]=[CH:20][C:15]=2[O:14][CH:13]([CH2:21][O:22][CH2:23][CH:24]=[CH2:25])[CH2:12]1)=O)C1C=CC=CC=1.CO>C(Cl)Cl>[CH2:23]([O:22][CH2:21][CH:13]1[CH2:12][NH:11][C:16]2[CH:17]=[CH:18][CH:19]=[CH:20][C:15]=2[O:14]1)[CH:24]=[CH2:25]. Run in C(Cl)Cl (methylene chloride). The product is C(C=C)OCC1OC2=C(NC1)C=CC=C2 (2(R,S)-Allyloxymethyl-3,4-dihydro-2H-1,4-benzoxazine). Starting materials: C(C1=CC=CC=C1)OC(=O)N1CC(OC2=C1C=CC=C2)COCC=C (N-benzyloxycarbonyl-2(R,S)allyloxymethyl-3,4-dihydro-2H-1,4-benzoxazine), CO (methanol). Reactants: C(CCCCCCCCCCCCCCC)(=O)OC(CC(=O)O)CCCCCCCCCCCCCCC (3-hexadecanoyloxyoctadecanoic acid), N[C@@H](C)C(=O)N[C@@H]([C@H](O)C)C(=O)O (N-L-alanyl-L-threonine). Product: C(CCCCCCCCCCCCCCC)(=O)OC(CC(=O)N[C@@H](C)C(=O)N[C@@H]([C@H](O)C)C(=O)O)CCCCCCCCCCCCCCC (N-[N-(3-hexadecanoyloxyoctadecanoyl)-L-alanyl]-L-threonine). The yield is 82.9%. As a reaction SMILES: [C:1]([O:18][CH:19]([CH2:24][CH2:25][CH2:26][CH2:27][CH2:28][CH2:29][CH2:30][CH2:31][CH2:32][CH2:33][CH2:34][CH2:35][CH2:36][CH2:37][CH3:38])[CH2:20][C:21]([OH:23])=O)(=[O:17])[CH2:2][CH2:3][CH2:4][CH2:5][CH2:6][CH2:7][CH2:8][CH2:9][CH2:10][CH2:11][CH2:12][CH2:13][CH2:14][CH2:15][CH3:16].[NH2:39][C@H:40]([C:42]([NH:44][C@H:45]([C:49]([OH:51])=[O:50])[C@@H:46]([CH3:48])[OH:47])=[O:43])[CH3:41]>>[C:1]([O:18][CH:19]([CH2:24][CH2:25][CH2:26][CH2:27][CH2:28][CH2:29][CH2:30][CH2:31][CH2:32][CH2:33][CH2:34][CH2:35][CH2:36][CH2:37][CH3:38])[CH2:20][C:21]([NH:39][C@H:40]([C:42]([NH:44][C@H:45]([C:49]([OH:51])=[O:50])[C@@H:46]([CH3:48])[OH:47])=[O:43])[CH3:41])=[O:23])(=[O:17])[CH2:2][CH2:3][CH2:4][CH2:5][CH2:6][CH2:7][CH2:8][CH2:9][CH2:10][CH2:11][CH2:12][CH2:13][CH2:14][CH2:15][CH3:16]. Procedure details: Starting from 3-hexadecanoyloxyoctadecanoic acid (150 mg) prepared by the method described in Preparation 2(3) and N-L-alanyl-L-threonine (303 mg), N-[N-(3-hexadecanoyloxyoctadecanoyl)-L-alanyl]-L-threonine (164 mg) was obtained as powder according to similar manner to that of Example 12. The reactants are NC1=CC2=C(N(C(C(O2)(C)C)=O)C2=CC=CC=C2)C=C1 (7-amino-2,2-dimethyl-4-phenyl-2H-1,4-benzoxazin-3(4H)-one), CS(=O)(=O)Cl (methanesulfonyl chloride), N1=CC=CC=C1 (pyridine), C(O)([O-])=O.[Na+] (sodium hydrogencarbonate). The solvent is C(Cl)(Cl)Cl (chloroform). Reaction conditions: time 18 hour. Yields the product CC1(OC2=C(N(C1=O)C1=CC=CC=C1)C=CC(=C2)NS(=O)(=O)C)C (N-(2,2-dimethyl-3-oxo -4-phenyl-3,4-dihydro-2H-1,4-benzoxazin-7-yl)methanesulfonamide). RXN SMILES: [NH2:1][C:2]1[CH:20]=[CH:19][C:5]2[N:6]([C:13]3[CH:18]=[CH:17][CH:16]=[CH:15][CH:14]=3)[C:7](=[O:12])[C:8]([CH3:11])([CH3:10])[O:9][C:4]=2[CH:3]=1.[CH3:21][S:22](Cl)(=[O:24])=[O:23].N1C=CC=CC=1.C(=O)([O-])O.[Na+]>C(Cl)(Cl)Cl>[CH3:10][C:8]1([CH3:11])[C:7](=[O:12])[N:6]([C:13]2[CH:18]=[CH:17][CH:16]=[CH:15][CH:14]=2)[C:5]2[CH:19]=[CH:20][C:2]([NH:1][S:22]([CH3:21])(=[O:24])=[O:23])=[CH:3][C:4]=2[O:9]1 |f:3.4|. Procedure details: To a solution of 7-amino-2,2-dimethyl-4-phenyl-2H-1,4-benzoxazin-3(4H)-one (compound obtained in Reference Example 1(3), 50 mg) in chloroform (2 mL) were added dropwise successively methanesulfonyl chloride (22 μL) and pyridine (30 μL) under ice-cooling and the mixture was stirred at room temperature for 18 hours. To the reaction mixture was added a saturated sodium hydrogencarbonate solution, and the mixture was extracted with chloroform. The organic layer was washed successively with water, 10... Reactants: ClC(c1ccccc1)(c1ccccc1)c1ccccc1, CCC(O)=S, CCN(C(C)C)C(C)C, ClCCl. Yields the product CCC(O)=[SH]C(c1ccccc1)(c1ccccc1)c1ccccc1. Reaction SMILES: [C:15]([c:16]1[cH:17][cH:18][cH:19][cH:20][cH:21]1)([c:22]1[cH:23][cH:24][cH:25][cH:26][cH:27]1)([c:28]1[cH:29][cH:30][cH:31][cH:32][cH:33]1)[Cl:34].[C:1]([CH2:2][CH3:3])(=[S:4])[OH:5].[CH:6]([N:7]([CH:8]([CH3:9])[CH3:10])[CH2:11][CH3:12])([CH3:13])[CH3:14].[Cl:35][CH2:36][Cl:37]>>[C:1]([CH2:2][CH3:3])(=[SH:4][C:15]([c:16]1[cH:17][cH:18][cH:19][cH:20][cH:21]1)([c:22]1[cH:23][cH:24][cH:25][cH:26][cH:27]1)[c:28]1[cH:29][cH:30][cH:31][cH:32][cH:33]1)[OH:5]. Reactants: ClCCCl, CCOC(C)=O, COc1cc(C=C(CCCCl)C(=O)O)ccc1-n1cnc(C)c1, CC(N)c1cccc(F)c1F, O=C(O)C(F)(F)F, CN(C)C=O, O, On1nnc2ccccc21. Yields the product COc1cc(C=C(CCCCl)C(=O)NC(C)c2cccc(F)c2F)ccc1-n1cnc(C)c1. Reaction SMILES: [CH2:12]([Cl:13])[CH2:14][Cl:15].[CH3:61][CH2:62][O:63][C:64](=[O:65])[CH3:66].[Cl:33][CH2:34][CH2:35][CH2:36][C:37]([C:38](=[O:39])[OH:40])=[CH:41][c:42]1[cH:43][c:44]([O:54][CH3:55])[c:45](-[n:48]2[cH:49][n:50][c:51]([CH3:53])[cH:52]2)[cH:46][cH:47]1.[F:1][c:2]1[c:3]([CH:9]([CH3:10])[NH2:11])[cH:4][cH:5][cH:6][c:7]1[F:8].[F:26][C:27]([F:28])([F:29])[C:30]([OH:31])=[O:32].[O:56]=[CH:57][N:58]([CH3:59])[CH3:60].[OH2:67].[OH:16][n:17]1[c:18]2[c:19]([cH:20][cH:21][cH:22][cH:23]2)[n:24][n:25]1>>[F:1][c:2]1[c:3]([CH:9]([CH3:10])[NH:11][C:38]([C:37]([CH2:36][CH2:35][CH2:34][Cl:33])=[CH:41][c:42]2[cH:43][c:44]([O:54][CH3:55])[c:45](-[n:48]3[cH:49][n:50][c:51]([CH3:53])[cH:52]3)[cH:46][cH:47]2)=[O:39])[cH:4][cH:5][cH:6][c:7]1[F:8]. Reactants: O=C(CCCCCl)c1ccc(Cl)cc1, CCC(=O)Nc1cccc(C2CCNCC2)c1. The product is CCC(=O)Nc1cccc(C2CCN(CCCCC(=O)c3ccc(Cl)cc3)CC2)c1. RXN SMILES: [Cl:1][CH2:2][CH2:3][CH2:4][CH2:5][C:6](=[O:7])[c:8]1[cH:9][cH:10][c:11]([Cl:14])[cH:12][cH:13]1.[NH:15]1[CH2:16][CH2:17][CH:18]([c:21]2[cH:22][c:23]([NH:27][C:28]([CH2:29][CH3:30])=[O:31])[cH:24][cH:25][cH:26]2)[CH2:19][CH2:20]1>>[CH2:2]([CH2:3][CH2:4][CH2:5][C:6](=[O:7])[c:8]1[cH:9][cH:10][c:11]([Cl:14])[cH:12][cH:13]1)[N:15]1[CH2:16][CH2:17][CH:18]([c:21]2[cH:22][c:23]([NH:27][C:28]([CH2:29][CH3:30])=[O:31])[cH:24][cH:25][cH:26]2)[CH2:19][CH2:20]1. Starting materials: C(=O)(OCC1=CC=CC=C1)N1[C@H](C(=O)O)CCC1 (N-Cbz-proline), O.C1(=CC=C(C=C1)S(=O)(=O)O)C (p-toluenesulfonic acid monohydrate). The solvent is CO (methanol). Conditions: time 12 hour. Yields the product N1([C@H](C(=O)OC)CCC1)C(=O)OCC1=CC=CC=C1 (N-Cbz-Pro-OMe). Isolated yield 1884.4%. As a reaction SMILES: [C:1]([N:11]1[CH2:18][CH2:17][CH2:16][C@H:12]1[C:13]([OH:15])=[O:14])([O:3][CH2:4][C:5]1[CH:10]=[CH:9][CH:8]=[CH:7][CH:6]=1)=[O:2].O.[C:20]1(C)C=CC(S(O)(=O)=O)=CC=1>CO>[N:11]1([C:1]([O:3][CH2:4][C:5]2[CH:10]=[CH:9][CH:8]=[CH:7][CH:6]=2)=[O:2])[CH2:18][CH2:17][CH2:16][C@H:12]1[C:13]([O:15][CH3:20])=[O:14] |f:1.2|. Procedure details: To a solution of N-Cbz-proline (140 g, 562 mmol) in methanol (850 mL) was added p-toluenesulfonic acid monohydrate (5 g, 26 mmol). The solution was heated to reflux and stirring continued for 12 h. The heating mantle was removed, and after cooling to room temperature, the solvent was removed by rotary evaporation. The residue was dissolved in ethyl acetate (500 mL), and washed twice with saturated aqueous NaHCO3 (300 mL), twice with brine (200 mL), dried with MgSO4 filtered and concentrated to g...